Dataset: the Open Reaction Database (ORD), a public repository of structured organic reaction records. Task: describe an organic reaction: reactants, conditions, products, and yield The reactants are C(C)(C)(C)OC(=O)N([C@H](C)C1=CC=CC2=CC=CC=C12)CC1C(CN(CC1)C=1SC=C(N1)C(=O)OC)C1=CC=CC=C1 (methyl 2-[4-({(tert-butoxycarbonyl)[(1R)-1-(1-naphthyl)ethyl]amino}methyl)-3-phenylpiperidin-1-yl]-1,3-thiazole-4-carboxylate), C1CCOC1 (THF), [OH-].[Na+] (sodium hydroxide), Cl (hydrochloric acid). Solvent: CO (methanol). Reaction conditions: temperature 60 celsius, time 8 hour. Yields the product C(C)(C)(C)OC(=O)N([C@H](C)C1=CC=CC2=CC=CC=C12)CC1C(CN(CC1)C=1SC=C(N1)C(=O)O)C1=CC=CC=C1 (2-[4-({(tert-butoxycarbonyl)[(1R)-1-(1-naphthyl)ethyl]amino}methyl)-3-phenylpiperidin-1-yl]-1,3-thiazole-4-carboxylic acid), crude product. As a reaction SMILES: [C:1]([O:5][C:6]([N:8]([CH2:21][CH:22]1[CH2:27][CH2:26][N:25]([C:28]2[S:29][CH:30]=[C:31]([C:33]([O:35]C)=[O:34])[N:32]=2)[CH2:24][CH:23]1[C:37]1[CH:42]=[CH:41][CH:40]=[CH:39][CH:38]=1)[C@@H:9]([C:11]1[C:20]2[C:15](=[CH:16][CH:17]=[CH:18][CH:19]=2)[CH:14]=[CH:13][CH:12]=1)[CH3:10])=[O:7])([CH3:4])([CH3:3])[CH3:2].C1COCC1.[OH-].[Na+].Cl>CO>[C:1]([O:5][C:6]([N:8]([CH2:21][CH:22]1[CH2:27][CH2:26][N:25]([C:28]2[S:29][CH:30]=[C:31]([C:33]([OH:35])=[O:34])[N:32]=2)[CH2:24][CH:23]1[C:37]1[CH:38]=[CH:39][CH:40]=[CH:41][CH:42]=1)[C@@H:9]([C:11]1[C:20]2[C:15](=[CH:16][CH:17]=[CH:18][CH:19]=2)[CH:14]=[CH:13][CH:12]=1)[CH3:10])=[O:7])([CH3:2])([CH3:3])[CH3:4] |f:2.3|. Procedure: To 112 mg of methyl 2-[4-({(tert-butoxycarbonyl)[(1R)-1-(1-naphthyl)ethyl]amino}methyl)-3-phenylpiperidin-1-yl]-1,3-thiazole-4-carboxylate were added 2.0 mL of THF, 1.0 mL of methanol and 1.0 mL of a 1 M aqueous sodium hydroxide solution, followed by stirring at 60° C. overnight. To the mixture was added 1.1 mL of 1 M hydrochloric acid, followed by concentration under reduced pressure, and to the residue were added chloroform and anhydrous sodium sulfate. After filtration, the filtrate was conce...